From a dataset of the Open Reaction Database (ORD), a public repository of structured organic reaction records. describe an organic reaction: reactants, conditions, products, and yield Reactants: ClC(=O)OC1=CC=CC=C1 (Phenyl chloroformate), FC=1C=C(C=C(C1)F)S(=O)(=O)CC1=NC(=NC(=C1)N1[C@H](COCC1)C)C1=CC=C(N)C=C1 (4-[4-[(3,5-difluorophenyl)sulfonylmethyl]-6-[(3S)-3-methylmorpholin-4-yl]pyrimidin-2-yl]aniline), C(O)([O-])=O.[Na+] (sodium hydrogen carbonate). The solvent is O1CCOCC1 (dioxane). Reaction conditions: time 1 hour. The product is FC=1C=C(C=C(C1)F)S(=O)(=O)CC1=NC(=NC(=C1)N1[C@H](COCC1)C)C1=CC=C(C=C1)NC(OC1=CC=CC=C1)=O (Phenyl N-[4-[4-[(3,5-difluorophenyl)sulfonylmethyl]-6-[(3S)-3-methylmorpholin-4-yl]pyrimidin-2-yl]phenyl]carbamate). Reaction SMILES: Cl[C:2]([O:4][C:5]1[CH:10]=[CH:9][CH:8]=[CH:7][CH:6]=1)=[O:3].[F:11][C:12]1[CH:13]=[C:14]([S:19]([CH2:22][C:23]2[CH:28]=[C:27]([N:29]3[CH2:34][CH2:33][O:32][CH2:31][C@@H:30]3[CH3:35])[N:26]=[C:25]([C:36]3[CH:42]=[CH:41][C:39]([NH2:40])=[CH:38][CH:37]=3)[N:24]=2)(=[O:21])=[O:20])[CH:15]=[C:16]([F:18])[CH:17]=1.C(=O)([O-])O.[Na+]>O1CCOCC1>[F:11][C:12]1[CH:13]=[C:14]([S:19]([CH2:22][C:23]2[CH:28]=[C:27]([N:29]3[CH2:34][CH2:33][O:32][CH2:31][C@@H:30]3[CH3:35])[N:26]=[C:25]([C:36]3[CH:42]=[CH:41][C:39]([NH:40][C:2](=[O:3])[O:4][C:5]4[CH:10]=[CH:9][CH:8]=[CH:7][CH:6]=4)=[CH:38][CH:37]=3)[N:24]=2)(=[O:20])=[O:21])[CH:15]=[C:16]([F:18])[CH:17]=1 |f:2.3|. Procedure details: Phenyl chloroformate (0.208 mL, 1.66 mmol) was added to 4-[4-[(3,5-difluorophenyl)sulfonylmethyl]-6-[(3S)-3-methylmorpholin-4-yl]pyrimidin-2-yl]aniline (693 mg, 1.50 mmol) and sodium hydrogen carbonate (190 mg, 2.26 mmol) in dioxane (10 mL). The resulting slurry was stirred at RT for 1 hour. The mixture was partitioned between ethyl acetate and water. The organic solution was dried (MgSO4) and concentrated under reduced pressure. The residue was chromatographed on silica, eluting with 25%-80% et... Reactants: NC(CC)C=1C(NC(=NN1)C1CCCC1)=O (6-(1-aminopropyl)-3-cyclopentyl-1,2,4-triazin-5(4H)-one), CC1(CCC(CC1)C)C(=O)Cl (1,4-dimethylcyclohexanecarbonyl chloride). Yields the product C1(CCCC1)C1=NN=C(C(N1)=O)C(CC)NC(=O)C1(CCC(CC1)C)C (N-[1-(3-Cyclopentyl-5-oxo-4,5-dihydro-1,2,4-triazin-6-yl)propyl]-1,4-dimethylcyclohexanecarboxamide). As a reaction SMILES: [NH2:1][CH:2]([C:5]1[C:6](=[O:16])[NH:7][C:8]([CH:11]2[CH2:15][CH2:14][CH2:13][CH2:12]2)=[N:9][N:10]=1)[CH2:3][CH3:4].[CH3:17][C:18]1([C:25](Cl)=[O:26])[CH2:23][CH2:22][CH:21]([CH3:24])[CH2:20][CH2:19]1>>[CH:11]1([C:8]2[NH:7][C:6](=[O:16])[C:5]([CH:2]([NH:1][C:25]([C:18]3([CH3:17])[CH2:23][CH2:22][CH:21]([CH3:24])[CH2:20][CH2:19]3)=[O:26])[CH2:3][CH3:4])=[N:10][N:9]=2)[CH2:15][CH2:14][CH2:13][CH2:12]1. Reported procedure: In analogy to the procedure for Example 36A, 150 mg (0.67 mmol) 6-(1-aminopropyl)-3-cyclopentyl-1,2,4-triazin-5(4H)-one, 130 mg (0.74 mmol) 1,4-dimethylcyclohexanecarbonyl chloride and proportionate amounts of the other reagents are used. The crude product is used in the next step without further purification. RXN SMILES: [CH3:27][CH2:28][O:29][C:30](=[O:31])[CH3:32].[ClH:1].[OH:2][CH:3]1[CH2:4][CH2:5][CH:6]([N:9]2[C:10](=[O:26])[C:11]3([CH2:12][CH2:13]2)[CH2:14][N:15]([C:19]([O:20][C:21]([CH3:22])([CH3:23])[CH3:24])=[O:25])[CH2:16][CH2:17][CH2:18]3)[CH2:7][CH2:8]1>>[ClH:1].[OH:2][CH:3]1[CH2:4][CH2:5][CH:6]([N:9]2[C:10](=[O:26])[C:11]3([CH2:12][CH2:13]2)[CH2:14][NH:15][CH2:16][CH2:17][CH2:18]3)[CH2:7][CH2:8]1. Product: Cl, O=C1N(C2CCC(O)CC2)CCC12CCCNC2. Starting materials: CCOC(C)=O, Cl, CC(C)(C)OC(=O)N1CCCC2(CCN(C3CCC(O)CC3)C2=O)C1. Starting materials: CC1(CCC(C2=CC(=CC=C12)N)=O)C (4,4-dimethyl-7-amino-1-tetralone), ice, N(=O)[O-].[Na+] (sodium nitrite), [I-].[K+] (potassium iodide). Run in Cl (hydrochloric acid), O (water), O (water). Run at temperature 0 celsius, time 15 minute. Yields the product CC1(CCC(C2=CC(=CC=C12)I)=O)C (4,4-Dimethyl-7-iodo-1-tetralone). Reaction SMILES: [CH3:1][C:2]1([CH3:14])[C:11]2[C:6](=[CH:7][C:8](N)=[CH:9][CH:10]=2)[C:5](=[O:13])[CH2:4][CH2:3]1.N([O-])=O.[Na+].[I-:19].[K+]>Cl.O>[CH3:1][C:2]1([CH3:14])[C:11]2[C:6](=[CH:7][C:8]([I:19])=[CH:9][CH:10]=2)[C:5](=[O:13])[CH2:4][CH2:3]1 |f:1.2,3.4|. Procedure details: To a solution of 4,4-dimethyl-7-amino-1-tetralone (XII) (1.82 g, 10.0 mmol) in concentrated hydrochloric acid (4.69 mL) was added ice cold water (3.13 mL). The reaction mixture was then cooled to 0° C. by use of an ice-salt bath. The reaction mixture was then diazotized by the dropwise addition with stirring of a solution of sodium nitrite (0.76 g, 11.0 mmol) in water (3.13 mL) keeping temperature between 0°-5° C. After stirring for 15 minutes, the reaction mixture was added to a solution of pot... Starting materials: FC1=CC=C(C2=CC=CC=C12)[C@@H](C)NC(CC[C@@H]1CC2=CC=CC=C2C(C1)=O)=O (N—((R)-1-(4-Fluoronaphthalen-1-yl)ethyl)-3-((R)-4-oxo-1,2,3,4-tetrahydronaphthalen-2-yl)propanamide), [H-].[H-].[H-].[H-].[Li+].[Al+3] (LAH). Solvent: O1CCOCC1 (dioxane). Conditions: temperature 25 celsius, time 30 minute. Product: FC1=CC=C(C2=CC=CC=C12)[C@@H](C)NCCC[C@H]1CC(C2=CC=CC=C2C1)O ((3R)-3-(3-(((R)-1-(4-Fluoronaphthalen-1-yl)ethyl)amino)propyl)-1,2,3,4-tetrahydronaphthalen-1-ol). Reaction SMILES: [F:1][C:2]1[C:11]2[C:6](=[CH:7][CH:8]=[CH:9][CH:10]=2)[C:5]([C@H:12]([NH:14][C:15](=O)[CH2:16][CH2:17][C@H:18]2[CH2:27][C:26](=[O:28])[C:25]3[C:20](=[CH:21][CH:22]=[CH:23][CH:24]=3)[CH2:19]2)[CH3:13])=[CH:4][CH:3]=1.[H-].[H-].[H-].[H-].[Li+].[Al+3]>O1CCOCC1>[F:1][C:2]1[C:11]2[C:6](=[CH:7][CH:8]=[CH:9][CH:10]=2)[C:5]([C@H:12]([NH:14][CH2:15][CH2:16][CH2:17][C@@H:18]2[CH2:19][C:20]3[C:25](=[CH:24][CH:23]=[CH:22][CH:21]=3)[CH:26]([OH:28])[CH2:27]2)[CH3:13])=[CH:4][CH:3]=1 |f:1.2.3.4.5.6|. Reported procedure: N—((R)-1-(4-Fluoronaphthalen-1-yl)ethyl)-3-((R)-4-oxo-1,2,3,4-tetrahydronaphthalen-2-yl)propanamide (830 mg, 2.131 mmol) was added to a suspension of LAH (162 mg, 4.26 mmol) in dioxane (15 mL) at 0° C. The reaction mixture was stirred for 30 minutes at 25° C. and heated at 100° C. and further maintained for 12 h. The mixture was allowed to RT, cooled to 0° C. and slowly quenched with ethyl acetate (5 mL) followed by water (5 mL). Reaction mixture was extracted with ethyl acetate (30 mL), washed ...